This data is from the Open Reaction Database (ORD), a public repository of structured organic reaction records. The task is: describe an organic reaction: reactants, conditions, products, and yield The reactants are CC(=O)O, CCOC(=O)c1cc2c(N)cccc2n1C, O, c1ccncc1. Yields the product CCOC(=O)c1cc2c(NC(C)=O)cccc2n1C. RXN SMILES: [CH3:17][C:18]([OH:19])=[O:20].[NH2:1][c:2]1[c:3]2[cH:4][c:5]([C:12](=[O:13])[O:14][CH2:15][CH3:16])[n:6]([CH3:11])[c:7]2[cH:8][cH:9][cH:10]1.[OH2:21].[cH:22]1[cH:23][cH:24][n:25][cH:26][cH:27]1>>[NH:1]([c:2]1[c:3]2[cH:4][c:5]([C:12](=[O:13])[O:14][CH2:15][CH3:16])[n:6]([CH3:11])[c:7]2[cH:8][cH:9][cH:10]1)[C:18]([CH3:17])=[O:19]. Reactants: O=C([O-])[O-], CN(C)C=O, CC1CC1C(=O)Nc1cn2nc(I)ccc2n1, [K+], [K+], Nc1cc(O)ccc1Cl. The product is CC1CC1C(=O)Nc1cn2nc(Oc3ccc(Cl)c(N)c3)ccc2n1. RXN SMILES: [C:27](=[O:28])([O-:29])[O-:30].[CH3:33][N:34]([CH3:35])[CH:36]=[O:37].[I:10][c:11]1[cH:12][cH:13][c:14]2[n:15]([n:16]1)[cH:17][c:18]([NH:20][C:21](=[O:22])[CH:23]1[CH:24]([CH3:26])[CH2:25]1)[n:19]2.[K+:31].[K+:32].[NH2:1][c:2]1[cH:3][c:4]([OH:9])[cH:5][cH:6][c:7]1[Cl:8]>>[NH2:1][c:2]1[cH:3][c:4]([O:9][c:11]2[cH:12][cH:13][c:14]3[n:15]([n:16]2)[cH:17][c:18]([NH:20][C:21](=[O:22])[CH:23]2[CH:24]([CH3:26])[CH2:25]2)[n:19]3)[cH:5][cH:6][c:7]1[Cl:8]. Starting materials: CC1=NC(=CC(=C1)C=O)C (2,6-dimethyl-pyridine-4-carbaldehyde), NC1=C(C(=O)N)C(=CC(=C1)F)F (2-amino-4,6-difluorobenzamide), S(=O)(O)[O-].[Na+] (sodium hydrogen sulfite), C1(=CC=C(C=C1)S(=O)(=O)O)C (p-toluenesulfonic acid). Run in CN(C(C)=O)C (N,N-dimethyl acetamide). Reaction conditions: temperature 115 celsius, time 16 hour. Product: CC1=NC(=CC(=C1)C1=NC2=CC(=CC(=C2C(N1)=O)F)F)C (2-(2,6-dimethyl-pyridin-4-yl)-5,7-difluoro-3H-quinazolin-4-one). Reaction SMILES: [CH3:1][C:2]1[CH:7]=[C:6]([CH:8]=O)[CH:5]=[C:4]([CH3:10])[N:3]=1.[NH2:11][C:12]1[CH:20]=[C:19]([F:21])[CH:18]=[C:17]([F:22])[C:13]=1[C:14]([NH2:16])=[O:15].S([O-])(O)=O.[Na+].C1(C)C=CC(S(O)(=O)=O)=CC=1>CN(C)C(=O)C>[CH3:1][C:2]1[CH:7]=[C:6]([C:8]2[NH:16][C:14](=[O:15])[C:13]3[C:12](=[CH:20][C:19]([F:21])=[CH:18][C:17]=3[F:22])[N:11]=2)[CH:5]=[C:4]([CH3:10])[N:3]=1 |f:2.3|. Reported procedure: To a solution of 2,6-dimethyl-pyridine-4-carbaldehyde (0.99 g, 7.32 mmol) and 2-amino-4,6-difluorobenzamide (1.26 g, 7.32 mmol) in N,N-dimethyl acetamide (20 mL) were added sodium hydrogen sulfite (58.5 wt %, 1.59 g, 8.78 mmol) and p-toluenesulfonic acid (0.21 g, 1.09 mmol). The reaction mixture was stirred at 115° C. for 16 hours under nitrogen. After cooling to room temperature, the solvent was evaporated under reduced pressure. Water (50 mL) was added, the precipitated solid was filtered, was... RXN SMILES: [CH2:35]1[O:36][CH2:37][CH2:38][CH2:39]1.[CH3:16][Si:17]([N-:18][Si:19]([CH3:20])([CH3:21])[CH3:22])([CH3:23])[CH3:24].[CH3:1][c:2]1[cH:3][c:4](=[O:14])[o:5][c:6]2[cH:7][c:8]([C:12]#[N:13])[cH:9][cH:10][c:11]12.[Cl:25][c:26]1[c:27]([N:32]=[C:33]=[O:34])[cH:28][cH:29][cH:30][cH:31]1.[Li+:15]>>[CH2:1]([c:2]1[cH:3][c:4](=[O:14])[o:5][c:6]2[cH:7][c:8]([C:12]#[N:13])[cH:9][cH:10][c:11]12)[C:33]([NH:32][c:27]1[c:26]([Cl:25])[cH:31][cH:30][cH:29][cH:28]1)=[O:34]. The reactants are C1CCOC1, C[Si](C)(C)[N-][Si](C)(C)C, Cc1cc(=O)oc2cc(C#N)ccc12, O=C=Nc1ccccc1Cl, [Li+]. Product: N#Cc1ccc2c(CC(=O)Nc3ccccc3Cl)cc(=O)oc2c1. Starting materials: O=C([O-])[O-], Cn1cc(B2OC(C)(C)C(C)(C)O2)cn1, COc1ccc(CN2C(=O)c3c(Cl)nc(NC4CCCCC4NC(=O)OC(C)(C)C)c(F)c3C2(C)C)c(OC)c1, [Na+], [Na+], CN(C)C=O. The product is COc1ccc(CN2C(=O)c3c(-c4cnn(C)c4)nc(NC4CCCCC4NC(=O)OC(C)(C)C)c(F)c3C2(C)C)c(OC)c1. As a reaction SMILES: [C:41](=[O:42])([O-:43])[O-:44].[CH3:47][n:48]1[n:49][cH:50][c:51]([B:53]2[O:54][C:55]([CH3:56])([CH3:57])[C:58]([CH3:59])([CH3:60])[O:61]2)[cH:52]1.[Cl:1][c:2]1[n:3][c:4]([NH:26][CH:27]2[CH:28]([NH:33][C:34]([O:35][C:36]([CH3:37])([CH3:38])[CH3:39])=[O:40])[CH2:29][CH2:30][CH2:31][CH2:32]2)[c:5]([F:25])[c:6]2[c:7]1[C:8](=[O:24])[N:9]([CH2:13][c:14]1[c:15]([O:22][CH3:23])[cH:16][c:17]([O:20][CH3:21])[cH:18][cH:19]1)[C:10]2([CH3:11])[CH3:12].[Na+:45].[Na+:46].[O:62]=[CH:63][N:64]([CH3:65])[CH3:66]>>[c:2]1(-[c:51]2[cH:50][n:49][n:48]([CH3:47])[cH:52]2)[n:3][c:4]([NH:26][CH:27]2[CH:28]([NH:33][C:34]([O:35][C:36]([CH3:37])([CH3:38])[CH3:39])=[O:40])[CH2:29][CH2:30][CH2:31][CH2:32]2)[c:5]([F:25])[c:6]2[c:7]1[C:8](=[O:24])[N:9]([CH2:13][c:14]1[c:15]([O:22][CH3:23])[cH:16][c:17]([O:20][CH3:21])[cH:18][cH:19]1)[C:10]2([CH3:11])[CH3:12]. Reactants: C(C1=CC=CC=C1)OC1=C(C=C(C=C1)C(CN[C@@H]1CC2=CC(=CC=C2CC1)OCC(=O)OCC)O)CCOCC1=CC=CC=C1 (Ethyl 2-[(2S)-2-[[(2RS)-2-[4-benzyloxy-3-(2-benzyloxyethyl)phenyl]-2-hydroxyethyl]amino]-1,2,3,4-tetrahydronaphthalen-7-yloxy]acetate), CNC (dimethylamine). Run in O1CCCC1 (tetrahydrofuran). Product: C(C1=CC=CC=C1)OC1=C(C=C(C=C1)C(CN[C@@H]1CC2=CC(=CC=C2CC1)OCC(=O)N(C)C)O)CCOCC1=CC=CC=C1 (2-[(2S)-2-[[(2RS)-2-[4-benzyloxy-3-(2-benzyloxyethyl)phenyl]-2-hydroxyethyl]amino]-1,2,3,4-tetrahydronaphthalen-7-yloxy]-N,N-dimethylacetamide). Reaction SMILES: [CH2:1]([O:8][C:9]1[CH:14]=[CH:13][C:12]([CH:15]([OH:35])[CH2:16][NH:17][C@H:18]2[CH2:27][CH2:26][C:25]3[C:20](=[CH:21][C:22]([O:28][CH2:29][C:30]([O:32]CC)=O)=[CH:23][CH:24]=3)[CH2:19]2)=[CH:11][C:10]=1[CH2:36][CH2:37][O:38][CH2:39][C:40]1[CH:45]=[CH:44][CH:43]=[CH:42][CH:41]=1)[C:2]1[CH:7]=[CH:6][CH:5]=[CH:4][CH:3]=1.[CH3:46][NH:47][CH3:48]>O1CCCC1>[CH2:1]([O:8][C:9]1[CH:14]=[CH:13][C:12]([CH:15]([OH:35])[CH2:16][NH:17][C@H:18]2[CH2:27][CH2:26][C:25]3[C:20](=[CH:21][C:22]([O:28][CH2:29][C:30]([N:47]([CH3:48])[CH3:46])=[O:32])=[CH:23][CH:24]=3)[CH2:19]2)=[CH:11][C:10]=1[CH2:36][CH2:37][O:38][CH2:39][C:40]1[CH:45]=[CH:44][CH:43]=[CH:42][CH:41]=1)[C:2]1[CH:7]=[CH:6][CH:5]=[CH:4][CH:3]=1. Procedure: Ethyl 2-[(2S)-2-[[(2RS)-2-[4-benzyloxy-3-(2-benzyloxyethyl)phenyl]-2-hydroxyethyl]amino]-1,2,3,4-tetrahydronaphthalen-7-yloxy]acetate (256 mg) and 2.2 ml of dimethylamine were dissolved in 2.2 ml of tetrahydrofuran, and the solution was sealed in a tube and subjected to 39 hours of reaction at 60° C. The reaction solution was concentrated under reduced pressure and the resulting residue was purified by silica gel medium pressure liquid column chromatography (eluent: ethyl acetate/ethanol=1/1) to... Reactants: N(=NC(=O)OC(C)C)C(=O)OC(C)C (diisopropyl azodicarboxylate), CC1=C(C=CC(=N1)O)[N+](=O)[O-] (6-methyl-5-nitro-pyridin-2-ol), C(C)(C)(C)OC(=O)N1CCC(CC1)O (4-hydroxy-piperidine-1-carboxylic acid tert-butyl ester), C1(=CC=CC=C1)P(C1=CC=CC=C1)C1=CC=CC=C1 (triphenylphosphine). Run in C1CCOC1 (THF). Reaction conditions: temperature 22 celsius, time 8 hour. Product: C(C)(C)(C)OC(=O)N1CCC(CC1)OC1=NC(=C(C=C1)[N+](=O)[O-])C (4-(6-Methyl-5-nitro-pyridin-2-yloxy)-piperidine-1-carboxylic acid tert-butyl ester). Isolated yield 79.7%. Reaction SMILES: N(C(OC(C)C)=O)=NC(OC(C)C)=O.[CH3:15][C:16]1[N:21]=[C:20]([OH:22])[CH:19]=[CH:18][C:17]=1[N+:23]([O-:25])=[O:24].[C:26]([O:30][C:31]([N:33]1[CH2:38][CH2:37][CH:36](O)[CH2:35][CH2:34]1)=[O:32])([CH3:29])([CH3:28])[CH3:27].C1(P(C2C=CC=CC=2)C2C=CC=CC=2)C=CC=CC=1>C1COCC1>[C:26]([O:30][C:31]([N:33]1[CH2:38][CH2:37][CH:36]([O:22][C:20]2[CH:19]=[CH:18][C:17]([N+:23]([O-:25])=[O:24])=[C:16]([CH3:15])[N:21]=2)[CH2:35][CH2:34]1)=[O:32])([CH3:29])([CH3:27])[CH3:28]. Procedure details: Add diisopropyl azodicarboxylate (3.0 mL, 15.5 mmol) dropwise to a cold mixture of 6-methyl-5-nitro-pyridin-2-ol (1.54 g, 10.0 mmol), 4-hydroxy-piperidine-1-carboxylic acid tert-butyl ester (2.05 g, 10.0 mmol), and triphenylphosphine (4.02 g, 15.3 mmol) in THF (25 mL) at 0° C. After addition is complete, remove cooling bath and stir the reaction mixture at 22° C. overnight. Concentrate under reduced pressure. Subject residue to silica gel chromatography eluting with hexanes and ethyl acetate to ... The reactants are [H-].[Na+] (Sodium hydride), ClC=1C=CC(=NC1)CO ((5-chloropyridin-2-yl)methanol), IC (Iodomethane). The solvent is C1CCOC1 (THF). Yields the product ClC=1C=CC(=NC1)COC (5-chloro-2-(methoxymethyl)pyridine). Yield: 91.1%. Reaction SMILES: [H-].[Na+].[Cl:3][C:4]1[CH:5]=[CH:6][C:7]([CH2:10][OH:11])=[N:8][CH:9]=1.I[CH3:13]>C1COCC1>[Cl:3][C:4]1[CH:5]=[CH:6][C:7]([CH2:10][O:11][CH3:13])=[N:8][CH:9]=1 |f:0.1|. Procedure details: Sodium hydride (0.61 g, 60% in mineral oil, 15.32 mmol) was added to a solution of (5-chloropyridin-2-yl)methanol (2 g, 13.93 mmol) in THF (50 mL) and stirred at room temperature until no further gas evolution was observed. Iodomethane (0.95 mL, 15.32 mmol) was injected slowly and the reaction was allowed to stir at room temperature for 18 hours. The reaction was concentrated in vacuo, acidified with 2N HCl in water (25 mL) and extracted with EtOAc (2×20 mL). The aqueous layer was collected, bas... Starting materials: COC(C1=CC(=CC(=C1)OCC1=CC=CC=C1)C1=CC2=C(OCO2)C=C1)=O (3-Benzo[1,3]dioxol-5-yl-5-benzyloxy-benzoic acid methyl ester), COC(C1=CC(=CC(=C1)OS(=O)(=O)C(F)(F)F)OCC1=CC=CC=C1)=O (3-benzyloxy-5-trifluoromethanesulfonyloxy-benzoic acid methyl ester), FC=1C=C(C=CC1)B(O)O (3-fluorophenylboronic acid). Product: COC(=O)C=1C=C(C=C(C1)OCC1=CC=CC=C1)C1=CC(=CC=C1)F (5-Benzyloxy-3′-fluoro-biphenyl-3-carboxylic acid methyl ester). RXN SMILES: [CH3:1][O:2][C:3](=[O:27])[C:4]1[CH:9]=[C:8]([O:10][CH2:11][C:12]2[CH:17]=[CH:16][CH:15]=[CH:14][CH:13]=2)[CH:7]=[C:6]([C:18]2[CH:26]=[CH:25][C:21]3OCO[C:20]=3[CH:19]=2)[CH:5]=1.COC(=O)C1C=C(OS(C(F)(F)[F:42])(=O)=O)C=C(OCC2C=CC=CC=2)C=1.FC1C=C(B(O)O)C=CC=1>>[CH3:1][O:2][C:3]([C:4]1[CH:5]=[C:6]([C:18]2[CH:26]=[CH:25][CH:21]=[C:20]([F:42])[CH:19]=2)[CH:7]=[C:8]([O:10][CH2:11][C:12]2[CH:17]=[CH:16][CH:15]=[CH:14][CH:13]=2)[CH:9]=1)=[O:27]. Reported procedure: The title compound was prepared in the same way as 3-benzo[1,3]dioxol-5-yl-5-benzyloxy-benzoic acid methyl ester (described in Method B, step 3) from 3-benzyloxy-5-trifluoromethanesulfonyloxy-benzoic acid methyl ester and 3-fluorophenylboronic acid.